This data is from the Open Reaction Database (ORD), a public repository of structured organic reaction records. The task is: describe an organic reaction: reactants, conditions, products, and yield The reactants are NC=1C=NC=CC1N (3,4-diaminopyridine), C(=S)=S (carbon disulfide). The solvent is C(C)O (ethanol). Product: SC=1NC2=C(C=NC=C2)N1 (2-Mercapto-1H-imidazo[4,5-c]pyridine). Reaction SMILES: [NH2:1][C:2]1[CH:3]=[N:4][CH:5]=[CH:6][C:7]=1[NH2:8].[C:9](=S)=[S:10]>C(O)C>[SH:10][C:9]1[NH:8][C:7]2[CH:6]=[CH:5][N:4]=[CH:3][C:2]=2[N:1]=1. Procedure: A mixture of 25 g (0.23 mol) of 3,4-diaminopyridine in 750 mL of ethanol containing 50 mL (63.2 g), 0.83 mol) of carbon disulfide was heated under reflux for 5 hours. The reaction mixture was allowed to cool to room temperature and the beige precipitate which had formed was collected by filtration and allowed to air dry overnight. The product amounted to 33.5 g, m.p.>320° C. Starting materials: FC1(F)CC(OC2CCCCC2)C(F)(F)C1(F)F, O=S(=O)(O)O. Yields the product OC1CC(F)(F)C(F)(F)C1(F)F. As a reaction SMILES: [CH:1]1([O:7][CH:8]2[C:9]([F:17])([F:18])[C:10]([F:15])([F:16])[C:11]([F:13])([F:14])[CH2:12]2)[CH2:2][CH2:3][CH2:4][CH2:5][CH2:6]1.[S:19](=[O:20])(=[O:21])([OH:22])[OH:23]>>[OH:7][CH:8]1[C:9]([F:17])([F:18])[C:10]([F:15])([F:16])[C:11]([F:13])([F:14])[CH2:12]1. Reactants: COc1cc(C=O)ccc1[N+](=O)[O-], COc1cc(Br)cc(OC)c1OC, [Mg]. The product is COc1cc(C(O)c2cc(OC)c(OC)c(OC)c2)ccc1[N+](=O)[O-]. Reaction SMILES: [CH3:15][O:16][c:17]1[cH:18][c:19]([CH:20]=[O:21])[cH:22][cH:23][c:24]1[N+:25](=[O:26])[O-:27].[CH3:1][O:2][c:3]1[cH:4][c:5]([Br:13])[cH:6][c:7]([O:11][CH3:12])[c:8]1[O:9][CH3:10].[Mg:14]>>[CH3:1][O:2][c:3]1[cH:4][c:5]([CH:20]([c:19]2[cH:18][c:17]([O:16][CH3:15])[c:24]([N+:25](=[O:26])[O-:27])[cH:23][cH:22]2)[OH:21])[cH:6][c:7]([O:11][CH3:12])[c:8]1[O:9][CH3:10]. Yields the product COC1=C(C=CC(=C1)C=1OC(=CC1)C)C1=NC=CC2=CC(=CC=C12)S(=O)(=O)NC1=NC=NC=C1 (1-(2-METHOXY-4-(5-METHYLFURAN-2-YL)PHENYL)-N-(PYRIMIDIN-4-YL)ISOQUINOLINE-6-SULFONAMIDE). Procedure: A microwave vial charged with Pd(Amphos)2Cl2 (0.012 g, 0.018 mmol), 4,4,5,5-tetramethyl-2-(5-methylfuran-2-yl)-1,3,2-dioxaborolane (0.073 g, 0.351 mmol), 1-(4-chloro-2-methoxyphenyl)-N-(pyrimidin-4-yl)isoquinoline-6-sulfonamide (From Example 160; 0.075 g, 0.176 mmol), potassium phosphate (0.149 g, 0.703 mmol), 1.5 mL dioxane and 0.25 mL water was heated to 150° C. in the microwave for 30 minutes. LC/MS showed mostly product. The aqueous layer was removed, and the reaction mixture was treated wit... The solvent is O (water). Reaction conditions: temperature 150 celsius. The reactants are Pd(Amphos)2Cl2, CC1(OB(OC1(C)C)C=1OC(=CC1)C)C (4,4,5,5-tetramethyl-2-(5-methylfuran-2-yl)-1,3,2-dioxaborolane), ClC1=CC(=C(C=C1)C1=NC=CC2=CC(=CC=C12)S(=O)(=O)NC1=NC=NC=C1)OC (1-(4-CHLORO-2-METHOXYPHENYL)-N-(PYRIMIDIN-4-YL)ISOQUINOLINE-6-SULFONAMIDE), P(=O)([O-])([O-])[O-].[K+].[K+].[K+] (potassium phosphate), O1CCOCC1 (dioxane). Reaction SMILES: CC1(C)C(C)(C)OB([C:9]2[O:10][C:11]([CH3:14])=[CH:12][CH:13]=2)O1.Cl[C:17]1[CH:22]=[CH:21][C:20]([C:23]2[C:32]3[C:27](=[CH:28][C:29]([S:33]([NH:36][C:37]4[CH:42]=[CH:41][N:40]=[CH:39][N:38]=4)(=[O:35])=[O:34])=[CH:30][CH:31]=3)[CH:26]=[CH:25][N:24]=2)=[C:19]([O:43][CH3:44])[CH:18]=1.P([O-])([O-])([O-])=O.[K+].[K+].[K+].O1CCOCC1>O>[CH3:44][O:43][C:19]1[CH:18]=[C:17]([C:9]2[O:10][C:11]([CH3:14])=[CH:12][CH:13]=2)[CH:22]=[CH:21][C:20]=1[C:23]1[C:32]2[C:27](=[CH:28][C:29]([S:33]([NH:36][C:37]3[CH:42]=[CH:41][N:40]=[CH:39][N:38]=3)(=[O:34])=[O:35])=[CH:30][CH:31]=2)[CH:26]=[CH:25][N:24]=1 |f:2.3.4.5|. The reactants are Cc1cc(OCc2ccc(C3CCN(C(=O)OC(C)(C)C)CC3)cc2)ccc1Br, C1CCOC1, [Li]CCCC, O=C1CCSCC1. Yields the product Cc1cc(OCc2ccc(C3CCN(C(=O)OC(C)(C)C)CC3)cc2)ccc1C1(O)CCSCC1. Reaction SMILES: [C:1]([CH3:2])([CH3:3])([CH3:4])[O:5][C:6](=[O:7])[N:8]1[CH2:9][CH2:10][CH:11]([c:14]2[cH:15][cH:16][c:17]([CH2:20][O:21][c:22]3[cH:23][c:24]([CH3:29])[c:25]([Br:28])[cH:26][cH:27]3)[cH:18][cH:19]2)[CH2:12][CH2:13]1.[CH2:42]1[O:43][CH2:44][CH2:45][CH2:46]1.[CH3:30][CH2:31][CH2:32][CH2:33][Li:34].[S:35]1[CH2:36][CH2:37][C:38](=[O:41])[CH2:39][CH2:40]1>>[C:1]([CH3:2])([CH3:3])([CH3:4])[O:5][C:6](=[O:7])[N:8]1[CH2:9][CH2:10][CH:11]([c:14]2[cH:15][cH:16][c:17]([CH2:20][O:21][c:22]3[cH:23][c:24]([CH3:29])[c:25]([C:38]4([OH:41])[CH2:37][CH2:36][S:35][CH2:40][CH2:39]4)[cH:26][cH:27]3)[cH:18][cH:19]2)[CH2:12][CH2:13]1. RXN SMILES: [C:1]([O:5][C:6]([NH:8][C@H:9]([CH2:14][C:15]1[CH:20]=[C:19]([F:21])[CH:18]=[CH:17][C:16]=1[F:22])[CH2:10][C:11](O)=[O:12])=[O:7])([CH3:4])([CH3:3])[CH3:2].NN.O.O[N:27]1C2C=CC=CC=2N=[N:28]1.Cl.CN(C)CCCN=C=NCC.C(N(CC)C(C)C)(C)C>ClCCl>[C:1]([O:5][C:6](=[O:7])[NH:8][C@H:9]([CH2:14][C:15]1[CH:20]=[C:19]([F:21])[CH:18]=[CH:17][C:16]=1[F:22])[CH2:10][C:11]([NH:27][NH2:28])=[O:12])([CH3:4])([CH3:3])[CH3:2] |f:2.3,4.5|. Procedure details: To a solution of 94.6 mg (0.3 mmol) of (3R)-3-[(tert-butoxycarbonyl)amino]-4-(2,5-difluorophenyl)butanoic acid (Intermediate 1) in 1.5 mL of anhydrous dichloromethane, stirred in an ice bath under protection from moisture, was added 0.0106 mL (10.8 mmol) of anhydrous 98% hydrazine. Then 91.8 mg of 1-hydroxybenzotriazole hydrate was added, followed by 63.4 mg (0.33 mmol) of 1-(3-dimethylaminopropyl)-3-ethylcarbodiimide hydrochloride (EDC) and finally 0.0574 mL (42.6 mg, 0.33 mmol) of N,N-diisopro... Solvent: ClCCl (dichloromethane). Product: C(C)(C)(C)OC(N[C@@H](CC(=O)NN)CC1=C(C=CC(=C1)F)F)=O (tert-Butyl[(1R)-1-(2,5-difluorobenzyl)-3-hydrazino-3-oxopropyl]carbamate). Run at time 15 minute. Reactants: Cl.CN(CCCN=C=NCC)C (1-(3-dimethylaminopropyl)-3-ethylcarbodiimide hydrochloride), O.ON1N=NC2=C1C=CC=C2 (1-hydroxybenzotriazole hydrate), C(C)(C)N(C(C)C)CC (N,N-diisopropylethylamine), C(C)(C)(C)OC(=O)N[C@@H](CC(=O)O)CC1=C(C=CC(=C1)F)F ((3R)-3-[(tert-butoxycarbonyl)amino]-4-(2,5-difluorophenyl)butanoic acid), C(C)(C)(C)OC(=O)N[C@@H](CC(=O)O)CC1=C(C=CC(=C1)F)F ((3R)-3-[(tert-butoxycarbonyl)amino]-4-(2,5-difluorophenyl)butanoic acid), NN (hydrazine), C(C)(C)N(C(C)C)CC (N,N-diisopropylethylamine). The reactants are [F-].C(CCC)[N+](CCCC)(CCCC)CCCC (tetrabutylammonium fluoride), C(C)(C)(C)OC(=O)N1[C@H]([C@H](CC1)O[Si](C)(C)C(C)(C)C)COCC1=CC=CC=C1 ((2S,3S)-1-t-butoxycarbonyl-2-benzyloxymethyl-3-t-butyldimethylsilyloxypyrrolidine). Solvent: O1CCCC1 (tetrahydrofuran), C(C)(=O)OCC (ethyl acetate), O1CCCC1 (tetrahydrofuran). Run at time 4 hour. Product: C(C)(C)(C)OC(=O)N1[C@@H]([C@@H](CC1)O)COCC1=CC=CC=C1 ((2R,3R)-1-t-Butoxycarbonyl-2-benzyloxymethyl-3-hydroxypyrrolidine). Isolated yield 99.8%. Reaction SMILES: [F-].C([N+](CCCC)(CCCC)CCCC)CCC.[C:19]([O:23][C:24]([N:26]1[CH2:30][CH2:29][C@H:28]([O:31][Si](C(C)(C)C)(C)C)[C@@H:27]1[CH2:39][O:40][CH2:41][C:42]1[CH:47]=[CH:46][CH:45]=[CH:44][CH:43]=1)=[O:25])([CH3:22])([CH3:21])[CH3:20]>O1CCCC1.C(OCC)(=O)C>[C:19]([O:23][C:24]([N:26]1[CH2:30][CH2:29][C@@H:28]([OH:31])[C@H:27]1[CH2:39][O:40][CH2:41][C:42]1[CH:43]=[CH:44][CH:45]=[CH:46][CH:47]=1)=[O:25])([CH3:22])([CH3:20])[CH3:21] |f:0.1|. Reported procedure: A solution of 2.01 g (7.68 mmol) of tetrabutylammonium fluoride in 5 ml of tetrahydrofuran was added, whilst ice-cooling, to a solution of 2.16 g (5.12 mmol) of (2S,3S)-1-t-butoxycarbonyl-2-benzyloxymethyl-3-t-butyldimethylsilyloxypyrrolidine in 5 ml of tetrahydrofuran, and the mixture was stirred at room temperature for 4 hours. At the end of this time, the reaction mixture was diluted with ethyl acetate, and the organic extract was washed with 0.5N aqueous hydrochloric acid, with a 5% w/v aque... The reactants are Br, Br, CCC(=O)c1ccc(-c2ccccn2)c(OC)c1, CC(=O)O, [Na+], O=C([O-])O, c1ccccc1. Product: COc1cc(C(=O)C(C)Br)ccc1-c1ccccn1. RXN SMILES: [Br:19].[BrH:25].[CH3:1][O:2][c:3]1[cH:4][c:5]([C:15]([CH2:16][CH3:17])=[O:18])[cH:6][cH:7][c:8]1-[c:9]1[n:10][cH:11][cH:12][cH:13][cH:14]1.[CH3:26][C:27](=[O:28])[OH:29].[Na+:24].[O-:20][C:21]([OH:22])=[O:23].[cH:30]1[cH:31][cH:32][cH:33][cH:34][cH:35]1>>[CH3:1][O:2][c:3]1[cH:4][c:5]([C:15]([CH:16]([CH3:17])[Br:25])=[O:18])[cH:6][cH:7][c:8]1-[c:9]1[n:10][cH:11][cH:12][cH:13][cH:14]1. The reactants are NCCCCCCO (6-aminohexanol), Compound ( 1 ), COC=1C(=CC2=C(N=C(S2)C2=CC=C(C(=O)O)C=C2)C1)OC (4-(5,6-dimethoxybenzothiazolyl)benzoic acid), ClC(=O)OCC(C)C (isobutyl chloroformate), C(C)N(C(C)C)C(C)C (ethyl diisopropylamine). Run in CN(C=O)C (dimethylformamide). Reaction conditions: time 1 hour. Yields the product NC1=C2C=CC=NC2=C2N=CC=CC2=C1 (5-amino-1,10-phenanthroline). Reaction SMILES: CO[C:3]1[C:4](OC)=[CH:5][C:6]2S[C:9]([C:11]3[CH:19]=CC(C(O)=O)=CC=3)=[N:8][C:7]=2[CH:20]=1.ClC(OCC(C)C)=O.C([N:33](C(C)C)C(C)C)C.[NH2:40][CH2:41][CH2:42][CH2:43]CCCO>CN(C)C=O>[NH2:33][C:4]1[CH:3]=[C:20]2[C:7]([N:8]=[CH:9][CH:11]=[CH:19]2)=[C:6]2[C:5]=1[CH:43]=[CH:42][CH:41]=[N:40]2. Procedure details: In 20 ml of dimethylformamide was dissolved 0.26 g (0.8 mmol) of Compound (1), which is 4-(5,6-dimethoxybenzothiazolyl)benzoic acid. Further, 0.12 ml (0.9 mmol) of isobutyl chloroformate and 0.16 ml (0.9 mmol) of ethyl diisopropylamine were added thereto, followed by stirring at room temperature for 1 hour. Then, 0.10 g (0.9 mmol) of 6-aminohexanol was added thereto, followed by stirring for 1 hour and a half. The solvent was distilled off under reduced pressure, and the residue was purified by ... Starting materials: Br, CCOC(=O)c1csc(N)n1, [Cl-], O=N[O-], [Na+], [Na+], [Na+], O=C([O-])O, O. Product: CCOC(=O)c1csc(Cl)n1. Reaction SMILES: [BrH:1].[CH2:2]([CH3:3])[O:4][C:5](=[O:6])[c:7]1[n:8][c:9]([NH2:12])[s:10][cH:11]1.[Cl-:18].[N:20]([O-:21])=[O:22].[Na+:17].[Na+:19].[Na+:23].[O-:13][C:14]([OH:15])=[O:16].[OH2:24]>>[CH2:2]([CH3:3])[O:4][C:5](=[O:6])[c:7]1[n:8][c:9]([Cl:18])[s:10][cH:11]1.